From a dataset of the Open Reaction Database (ORD), a public repository of structured organic reaction records. describe an organic reaction: reactants, conditions, products, and yield Starting materials: FC1=CC2=C(N(C(=N2)C)C2C(CN(CC2)C(=O)OC(C)(C)C)OC)C=C1 (4-(5-fluoro-2-methylbenzimidazol-1-yl)-3-methoxy-Boc-piperidine), Cl (HCl). Run in O1CCOCC1 (dioxane). Conditions: time 90 minute. Product: Cl.Cl.FC1=CC2=C(N(C(=N2)C)C2C(CNCC2)OC)C=C1 (4-(5-fluoro-2-methylbenzimidazol-1-yl)-3-methoxy-piperidine dihydrochloride). RXN SMILES: [F:1][C:2]1[CH:26]=[CH:25][C:5]2[N:6]([CH:10]3[CH2:15][CH2:14][N:13](C(OC(C)(C)C)=O)[CH2:12][CH:11]3[O:23][CH3:24])[C:7]([CH3:9])=[N:8][C:4]=2[CH:3]=1.[ClH:27]>O1CCOCC1>[ClH:27].[ClH:27].[F:1][C:2]1[CH:26]=[CH:25][C:5]2[N:6]([CH:10]3[CH2:15][CH2:14][NH:13][CH2:12][CH:11]3[O:23][CH3:24])[C:7]([CH3:9])=[N:8][C:4]=2[CH:3]=1 |f:3.4.5|. Procedure: 4-(5-fluoro-2-methylbenzimidazol-1-yl)-3-methoxy-Boc-piperidine (185 mg, 0.23 mmol) was dissolved in 4M HCl in dioxane and stirred for 90 minutes after which all volatiles were removed under reduced pressure. The resulting gummy solid was triturated with diethyl ether to yield 4-(5-fluoro-2-methylbenzimidazol-1-yl)-3-methoxy-piperidine dihydrochloride as an off-white solid (76 mg, quant.). Starting materials: CCCCOc1c(-c2c(F)ccc3sc(C(C)=CC(=O)OCC)cc23)cc(C(C)C)cc1C(C)C, C1CCOC1, CO, [Li+], [OH-]. Yields the product CCCCOc1c(-c2c(F)ccc3sc(C(C)=CC(=O)O)cc23)cc(C(C)C)cc1C(C)C. As a reaction SMILES: [CH2:1]([CH3:2])[O:3][C:4]([CH:5]=[C:6]([CH3:7])[c:8]1[cH:9][c:10]2[c:11]([s:12]1)[cH:13][cH:14][c:15]([F:34])[c:16]2-[c:17]1[c:18]([O:29][CH2:30][CH2:31][CH2:32][CH3:33])[c:19]([CH:26]([CH3:27])[CH3:28])[cH:20][c:21]([CH:23]([CH3:24])[CH3:25])[cH:22]1)=[O:35].[CH2:36]1[O:37][CH2:38][CH2:39][CH2:40]1.[CH3:43][OH:44].[Li+:42].[OH-:41]>>[O:3]=[C:4]([CH:5]=[C:6]([CH3:7])[c:8]1[cH:9][c:10]2[c:11]([s:12]1)[cH:13][cH:14][c:15]([F:34])[c:16]2-[c:17]1[c:18]([O:29][CH2:30][CH2:31][CH2:32][CH3:33])[c:19]([CH:26]([CH3:27])[CH3:28])[cH:20][c:21]([CH:23]([CH3:24])[CH3:25])[cH:22]1)[OH:35].